Task: describe an organic reaction: reactants, conditions, products, and yield. Dataset: the Open Reaction Database (ORD), a public repository of structured organic reaction records The reactants are FC1(CN(CC1)C1=CC(=CC(=N1)NC1=NC=CC(=C1)C(F)(F)F)C=1C=NC=CC1)F (6-(3,3-difluoropyrrolidin-1-yl)-4-(3-pyridyl)-N-[4-(trifluoromethyl)-2-pyridyl]pyridin-2-amine), CO (methanol), C(C1=CC=CC=C1)Br (benzyl bromide). Conditions: time 8 hour. Yields the product [Br-].C(C1=CC=CC=C1)[N+]1=CC(=CC=C1)C1=CC(=NC(=C1)NC1=NC=CC(=C1)C(F)(F)F)N1CC(CC1)(F)F (1-benzyl-2′-(3,3-difluoropyrrolidin-1-yl)-6′-((4-(trifluoromethyl)pyridin-2-yl)amino)-[3,4′-bipyridin]-1-ium bromide). RXN SMILES: [F:1][C:2]1([F:30])[CH2:6][CH2:5][N:4]([C:7]2[N:12]=[C:11]([NH:13][C:14]3[CH:19]=[C:18]([C:20]([F:23])([F:22])[F:21])[CH:17]=[CH:16][N:15]=3)[CH:10]=[C:9]([C:24]3[CH:25]=[N:26][CH:27]=[CH:28][CH:29]=3)[CH:8]=2)[CH2:3]1.CO.[CH2:33]([Br:40])[C:34]1[CH:39]=[CH:38][CH:37]=[CH:36][CH:35]=1>>[Br-:40].[CH2:33]([N+:26]1[CH:27]=[CH:28][CH:29]=[C:24]([C:9]2[CH:10]=[C:11]([NH:13][C:14]3[CH:19]=[C:18]([C:20]([F:22])([F:23])[F:21])[CH:17]=[CH:16][N:15]=3)[N:12]=[C:7]([N:4]3[CH2:5][CH2:6][C:2]([F:1])([F:30])[CH2:3]3)[CH:8]=2)[CH:25]=1)[C:34]1[CH:39]=[CH:38][CH:37]=[CH:36][CH:35]=1 |f:3.4|. Procedure: To a suspension of 6-(3,3-difluoropyrrolidin-1-yl)-4-(3-pyridyl)-N-[4-(trifluoromethyl)-2-pyridyl]pyridin-2-amine (2-c, 320 mg, 0.7594 mmol) in methanol (5 ml, 100 mmol) was added benzyl bromide (0.46 ml, 5.0 equiv., 3.797 mmol), and the reaction was kept at 60° C. overnight. MeOH was removed as much as possible. Ethyl ether (3×10 mL) was used to wash away the excess BnBr. The leftover solid was used without further treatment. LCMS: m/z 512 (M+). The reactants are CS(=O)(=O)c1ccc(CBr)cc1, CN(C)C=O, [H-], O=[N+]([O-])c1cc[nH]n1, [Na+]. Product: CS(=O)(=O)c1ccc(Cn2ccc([N+](=O)[O-])n2)cc1. As a reaction SMILES: [Br:11][CH2:12][c:13]1[cH:14][cH:15][c:16]([S:19](=[O:20])(=[O:21])[CH3:22])[cH:17][cH:18]1.[CH3:23][N:24]([CH3:25])[CH:26]=[O:27].[H-:9].[N+:1](=[O:2])([O-:3])[c:4]1[n:5][nH:6][cH:7][cH:8]1.[Na+:10]>>[N+:1](=[O:2])([O-:3])[c:4]1[n:5][n:6]([CH2:12][c:13]2[cH:14][cH:15][c:16]([S:19](=[O:20])(=[O:21])[CH3:22])[cH:17][cH:18]2)[cH:7][cH:8]1. Starting materials: CC#N, COc1ccc2sc(C(=O)C(C)(C)C)c(CC(O)C(C)(C)C)c2c1. Product: COc1ccc2sc(C(=O)C(C)(C)C)c(CC(=O)C(C)(C)C)c2c1. As a reaction SMILES: [CH3:25][C:26]#[N:27].[OH:1][CH:2]([CH2:3][c:4]1[c:5]([C:15]([C:16]([CH3:17])([CH3:18])[CH3:19])=[O:20])[s:6][c:7]2[c:8]1[cH:9][c:10]([O:13][CH3:14])[cH:11][cH:12]2)[C:21]([CH3:22])([CH3:23])[CH3:24]>>[O:1]=[C:2]([CH2:3][c:4]1[c:5]([C:15]([C:16]([CH3:17])([CH3:18])[CH3:19])=[O:20])[s:6][c:7]2[c:8]1[cH:9][c:10]([O:13][CH3:14])[cH:11][cH:12]2)[C:21]([CH3:22])([CH3:23])[CH3:24].